Dataset: the Open Reaction Database (ORD), a public repository of structured organic reaction records. Task: describe an organic reaction: reactants, conditions, products, and yield Starting materials: FC1=C(N)C=CC(=C1F)F (2,3,4-Trifluoroaniline), FC1=C(N)C=CC(=C1F)F (2,3,4-trifluoroaniline), OCC(C)=O (Hydroxyacetone), OCC(C)=O (hydroxyacetone), FC1=C(N)C=CC(=C1F)F (2,3,4-trifluoroaniline), OCC(C)=O (hydroxyacetone). Reagents/catalysts: [Pd] (Pd/C), [Pd] (palladium on carbon). Run in CO (methanol). Conditions: time 1 hour. Product: OCC(C)NC1=C(C(=C(C=C1)F)F)F (N-(3-hydroxy-2-propyl)-2,3,4-trifluoroaniline). Reaction SMILES: [F:1][C:2]1[C:8]([F:9])=[C:7]([F:10])[CH:6]=[CH:5][C:3]=1[NH2:4].[OH:11][CH2:12][C:13](=O)[CH3:14]>[Pd].CO>[OH:11][CH2:12][CH:13]([NH:4][C:3]1[CH:5]=[CH:6][C:7]([F:10])=[C:8]([F:9])[C:2]=1[F:1])[CH3:14]. Procedure details: 2,3,4-Trifluoroaniline was reductively alkylated in the presence of hydroxyacetone using a palladium on carbon catalyst. 30 g of a 5% Pd/C catalyst (57.3% H2O)) was slurried in 200 ml of absolute methanol. The mixture was allowed to settle and 90-95% of the liquid was decanted. The process was then repeated three times. 2,3,4-trifluoroaniline (118 g, 0.8 mole) of was charged into a glass autoclave liner containing the catalyst. Hydroxyacetone (80 g, 1.08 mole) was then added and the mixture was ... Reactants: ClC1=NC=C(C(=N1)NCCC)C#CCCCNC([C@H](C)N(C(OC(C)(C)C)=O)C)=O ((S)-tert-butyl (1-((5-(2-chloro-4-(propylamino)pyrimidin-5-yl)-4-pentyn-1-yl)amino)-1-oxopropan-2-yl)(methyl)carbamate), [C@]12(C(=O)CC(CC1)C2(C)C)CS(=O)(=O)O ((1S)-(+)-10-camphorsulfonic acid), CN1C(CCC1)=O (N-methylpyrrolidone), C(O)([O-])=O.[Na+] (sodium hydrogencarbonate), C(C)(=O)OCC (ethyl acetate). Run in NC1=CC=CC=C1 (aniline). Run at temperature 60 celsius, time 30 minute. Yields the product CN(C(OC(C)(C)C)=O)[C@H](C(NCCCC#CC=1C(=NC(=NC1)NC1=CC=CC=C1)NCCC)=O)C ((S)-tert-butyl methyl(1-oxo-1-((5-(2-(phenylamino)-4-(propylamino)pyrimidin-5-yl)-4-pentyn-1-yl)amino)propan-2-yl)carbamate). Reaction SMILES: Cl[C:2]1[N:7]=[C:6]([NH:8][CH2:9][CH2:10][CH3:11])[C:5]([C:12]#[C:13][CH2:14][CH2:15][CH2:16][NH:17][C:18](=[O:30])[C@@H:19]([N:21]([CH3:29])[C:22](=[O:28])[O:23][C:24]([CH3:27])([CH3:26])[CH3:25])[CH3:20])=[CH:4][N:3]=1.[C@:31]12(CS(O)(=O)=O)C(C)(C)[CH:35]([CH2:36][CH2:37]1)[CH2:34][C:32]2=O.C(=O)([O-])O.[Na+].C(OCC)(=O)C.C[N:58]1CCCC1=O>NC1C=CC=CC=1>[CH3:29][N:21]([C@@H:19]([CH3:20])[C:18](=[O:30])[NH:17][CH2:16][CH2:15][CH2:14][C:13]#[C:12][C:5]1[C:6]([NH:8][CH2:9][CH2:10][CH3:11])=[N:7][C:2]([NH:58][C:32]2[CH:34]=[CH:35][CH:36]=[CH:37][CH:31]=2)=[N:3][CH:4]=1)[C:22](=[O:28])[O:23][C:24]([CH3:27])([CH3:26])[CH3:25] |f:2.3|. Procedure details: To a solution of (S)-tert-butyl (1-((5-(2-chloro-4-(propylamino)pyrimidin-5-yl)-4-pentyn-1-yl)amino)-1-oxopropan-2-yl)(methyl)carbamate (L1, 57 mg) and (1S)-(+)-10-camphorsulfonic acid (150 mg) in N-methylpyrrolidone (1 mL), aniline (60 μL) was added at room temperature, and the mixture was stirred at 60° C. for 2 hours and 30 minutes. The reaction mixture was cooled to room temperature, and then saturated aqueous sodium hydrogencarbonate and ethyl acetate were added to the reaction mixture. The... The reactants are NC1=CC=CC=C1 (aniline), Cl.CC1=CC=C(C=C1)COC=1C=C(C=CC1)N (3-[4-Methylphenylmethoxy]benzenamine hydrochloride), C([O-])(O)=O.[Na+] (sodium bicarbonate), ClCC(=O)OC (methyl chloroacetate). Run in C(C)#N (acetonitrile), O (Water). The product is CC1=CC=C(C=C1)COC=1C=C(C=CC1)NCC(=O)OC (N-[3-(4-Methylphenylmethoxy)phenyl]glycine, methyl ester). As a reaction SMILES: NC1C=CC=CC=1.Cl.[CH3:9][C:10]1[CH:15]=[CH:14][C:13]([CH2:16][O:17][C:18]2[CH:19]=[C:20]([NH2:24])[CH:21]=[CH:22][CH:23]=2)=[CH:12][CH:11]=1.C(=O)(O)[O-].[Na+].Cl[CH2:31][C:32]([O:34][CH3:35])=[O:33]>C(#N)C.O>[CH3:9][C:10]1[CH:15]=[CH:14][C:13]([CH2:16][O:17][C:18]2[CH:19]=[C:20]([NH:24][CH2:31][C:32]([O:34][CH3:35])=[O:33])[CH:21]=[CH:22][CH:23]=2)=[CH:12][CH:11]=1 |f:1.2,3.4|. Procedure: A mixture of the aniline (Intermediate 82, 20 g, 94 mmol), sodium bicarbonate (11.8 g, 141 mmol) and methyl chloroacetate (9.1 ml, 103 mmol) in acetonitrile (30 ml) was heated at 90°-100° for 24 h. Water (200 ml) was added and the mixture was extracted with ethyl acetate (2×100 ml). The combined extracts were washed with 2N hydrochloric acid (2×100 ml), water (2×100 ml) and brine (100 ml) before drying (Na2SO4) and evaporating to an orange solid. Trituration with ether, followed by evaporation o... Starting materials: ClC1=NC=C(C(=O)O)C=C1 (6-chloronicotinic acid), N1CCCCCC1 (perhydroazepine). Solvent: C=1(C(=CC=CC1)C)C (xylene), CCCCCC (hexane). Run at temperature 140 celsius, time 30 hour. Product: N1(CCCCCC1)C1=NC=C(C(=O)O)C=C1 (6-(perhydroazepin-1-yl)nicotinic acid). RXN SMILES: Cl[C:2]1[CH:10]=[CH:9][C:5]([C:6]([OH:8])=[O:7])=[CH:4][N:3]=1.[NH:11]1[CH2:17][CH2:16][CH2:15][CH2:14][CH2:13][CH2:12]1>C1(C)C(C)=CC=CC=1.CCCCCC>[N:11]1([C:2]2[CH:10]=[CH:9][C:5]([C:6]([OH:8])=[O:7])=[CH:4][N:3]=2)[CH2:17][CH2:16][CH2:15][CH2:14][CH2:13][CH2:12]1. Procedure details: A suspension of 6-chloronicotinic acid (5.0 g) and perhydroazepine (7.16 mL) in xylene (20 mL) was stirred at 140° C. for 30 hours under an atmosphere of argon. The reaction mixture was cooled to room temperature, diluted with hexane and filtrated. The insoluble material was dissolved in ethyl acetate. The organic layer was washed with water and brine sequentially, dried over anhydrous magnesium sulfate and concentrated to give the title compound (3.19 g) having the following physical data. The reactants are C(#N)C=1C(=C2CCCCN2C1C=1C=NC=CC1)C#N (2-cyano-3-(3-pyridyl)-5,6,7,8-tetrahydroindolizine-1-carbonitrile), solid, aqueous solution, [OH-].[K+] (potassium hydroxide). Yields the product C(#N)C=1C(=C2CCCCN2C1C=1C=NC=CC1)C(=O)N (2-cyano-3-(3-pyridyl)-5,6,7,8-tetrahydroindolizine-1-carboxamide). Reaction SMILES: [C:1]([C:3]1[C:4]([C:18]#[N:19])=[C:5]2[N:10]([C:11]=1[C:12]1[CH:13]=[N:14][CH:15]=[CH:16][CH:17]=1)[CH2:9][CH2:8][CH2:7][CH2:6]2)#[N:2].[OH-:20].[K+]>>[C:1]([C:3]1[C:4]([C:18]([NH2:19])=[O:20])=[C:5]2[N:10]([C:11]=1[C:12]1[CH:13]=[N:14][CH:15]=[CH:16][CH:17]=1)[CH2:9][CH2:8][CH2:7][CH2:6]2)#[N:2] |f:1.2|. Procedure details: 2-Cyano-3-(3-pyridyl)-5,6,7,8-tetrahydroindolizine-1-carboxamide is prepared according to the same method described in Example 11, from 2.12 g of 2-cyano-3-(3-pyridyl)-5,6,7,8-tetrahydroindolizine-1-carbonitrile and 1.69 g of an aqueous solution of potassium hydroxide. 0.72 g of 2-cyano-3-(3-pyridyl)-5,6,7,8-tetrahydroindolizine-1-carboxamide are thus obtained in the form of a white solid melting at 244° C.